From a dataset of the Open Reaction Database (ORD), a public repository of structured organic reaction records. describe an organic reaction: reactants, conditions, products, and yield Starting materials: C(C)(C)(C)OC(NCCNC(=S)C=1C=NC(=CC1)C(C1=C(C=CC(=C1)F)F)S(=O)(=O)C1=CC=C(C=C1)Cl)=O (t-butyl[2-[[6-[(4-chlorophenylsulfonyl)(2,5-difluorophenyl)methyl]pyridine-3-carbothioyl]amino]ethyl]carbamate), Cl (hydrochloric acid), Cl (hydrochloride). The solvent is C(C)O (ethanol), C(C)O (ethanol). Reaction conditions: time 20 minute. Product: NCCNC(C1=CN=C(C=C1)C(C1=C(C=CC(=C1)F)F)S(=O)(=O)C1=CC=C(C=C1)Cl)=S (N-(2-Aminoethyl)-6-[(4-chlorophenylsulfonyl)(2,5-difluorophenyl)methyl]thionicotinamide). Yield: 100.0%. RXN SMILES: C(OC(=O)[NH:7][CH2:8][CH2:9][NH:10][C:11]([C:13]1[CH:14]=[N:15][C:16]([CH:19]([S:28]([C:31]2[CH:36]=[CH:35][C:34]([Cl:37])=[CH:33][CH:32]=2)(=[O:30])=[O:29])[C:20]2[CH:25]=[C:24]([F:26])[CH:23]=[CH:22][C:21]=2[F:27])=[CH:17][CH:18]=1)=[S:12])(C)(C)C.Cl>C(O)C>[NH2:7][CH2:8][CH2:9][NH:10][C:11](=[S:12])[C:13]1[CH:18]=[CH:17][C:16]([CH:19]([S:28]([C:31]2[CH:32]=[CH:33][C:34]([Cl:37])=[CH:35][CH:36]=2)(=[O:30])=[O:29])[C:20]2[CH:25]=[C:24]([F:26])[CH:23]=[CH:22][C:21]=2[F:27])=[N:15][CH:14]=1. Procedure details: To an ethanol (3 ml) solution of t-butyl[2-[[6-[(4-chlorophenylsulfonyl)(2,5-difluorophenyl)methyl]pyridine-3-carbothioyl]amino]ethyl]carbamate (80 mg, 0.137 mmol) was added concentrated hydrochloric acid (2 ml). The resulting mixture was stirred at room temperature for 20 minutes. The reaction mixture was concentrated under reduced pressure. To the residue thus obtained was added ethanol, followed by concentration. This operation was conducted three times to give the title compound (76 mg, 0.13... The reactants are C1=CC2=C(C=C1O)OC3=CC(=O)C=CC3=N2 (resorufin), C([O-])([O-])=O.[K+].[K+] (potassium carbonate), S(=O)(=O)(OC)OC (dimethyl sulphate), O (water). Reagents/catalysts: COCCOCCN(CCOCCOC)CCOCCOC (tris-[2-(2-methoxyethoxy)ethyl]amine). The solvent is O1CCOCC1 (dioxan). Run at time 2 hour. Product: COC1=CC2=C(C=C1)N=C3C=CC(=O)C=C3O2 (resorufin methyl ether). Yield: 59.5%. RXN SMILES: S(OC)(O[CH3:5])(=O)=O.[CH:8]1[C:13]([OH:14])=[CH:12][C:11]2[O:15][C:16]3[C:22](=[N:23][C:10]=2[CH:9]=1)[CH:21]=[CH:20][C:18](=[O:19])[CH:17]=3.C(=O)([O-])[O-].[K+].[K+].O>COCCOCCN(CCOCCOC)CCOCCOC.O1CCOCC1>[CH3:5][O:14][C:13]1[CH:8]=[CH:9][C:10]2[N:23]=[C:22]3[C:16]([O:15][C:11]=2[CH:12]=1)=[CH:17][C:18](=[O:19])[CH:20]=[CH:21]3 |f:2.3.4|. Reported procedure: 12.1 ml of dimethyl sulphate were added at room temperature while stirring well to a suspension of 20.0 g (85.0 mmol) of resorufin, 17.6 g of freshly powdered potassium carbonate and 10 drops of tris-[2-(2-methoxyethoxy)ethyl]amine in 150 ml of dioxan. The reaction mixture was subsequently stirred at 100° for 2 hours, cooled and then treated with 150 ml of water. The solid was filtered off, washed with water and dried over phosphorus pentoxide. 11.5 g (59.5%) of resorufin methyl ether of m.p. 24... The reactants are [BH3-]C#N, CC(=O)[O-], CC(=O)[O-], CO, [NH4+], [Na+], [Na+], O=C(CCc1ccccc1)CCc1ccccc1. Product: NC(CCc1ccccc1)CCc1ccccc1. RXN SMILES: [C:29](#[N:30])[BH3-:31].[CH3:20][C:21](=[O:22])[O-:23].[CH3:25][C:26](=[O:27])[O-:28].[CH3:33][OH:34].[NH4+:19].[Na+:24].[Na+:32].[c:1]1([CH2:7][CH2:8][C:9]([CH2:10][CH2:11][c:12]2[cH:13][cH:14][cH:15][cH:16][cH:17]2)=[O:18])[cH:2][cH:3][cH:4][cH:5][cH:6]1>>[c:1]1([CH2:7][CH2:8][CH:9]([CH2:10][CH2:11][c:12]2[cH:13][cH:14][cH:15][cH:16][cH:17]2)[NH2:30])[cH:2][cH:3][cH:4][cH:5][cH:6]1. Starting materials: CC1=C2C(=NC=C1)NC(N2C(=O)OC(C)(C)C)=O (tert-butyl 7-methyl-2-oxo-2,3-dihydroimidazo[4,5-b]pyridine-1-carboxylate), N(=C=O)CCCCCC (1-isocyanatohexane). Reagents/catalysts: CN(C1=CC=NC=C1)C (4-dimethylaminopyridine). Run in C1(=CC=CC=C1)C (toluene). Product: C(CCCCC)NC(=O)N1C(NC=2C1=NC=CC2C)=O (N-Hexyl-7-methyl-2-oxo-1,2-dihydroimidazo[4,5-b]pyridine-3-carboxamide). Reaction SMILES: [CH3:1][C:2]1[CH:7]=[CH:6][N:5]=[C:4]2[NH:8][C:9](=[O:18])[N:10](C(OC(C)(C)C)=O)[C:3]=12.[N:19]([CH2:22][CH2:23][CH2:24][CH2:25][CH2:26][CH3:27])=[C:20]=[O:21]>CN(C)C1C=CN=CC=1.C1(C)C=CC=CC=1>[CH2:22]([NH:19][C:20]([N:8]1[C:4]2=[N:5][CH:6]=[CH:7][C:2]([CH3:1])=[C:3]2[NH:10][C:9]1=[O:18])=[O:21])[CH2:23][CH2:24][CH2:25][CH2:26][CH3:27]. Procedure: Analogously to Example 1, tert-butyl 7-methyl-2-oxo-2,3-dihydroimidazo[4,5-b]pyridine-1-carboxylate (300 mg, 1.2 mmol), 1-isocyanatohexane (183.8 mg, 1.44 mmol) and 4-dimethylaminopyridine (14.7 mg, 0.12 mmol) were reacted in toluene. Yield: 8 mg (2%), M+H+: 277.16. Starting materials: CCOC(=O)c1cc(C2CC2)c2c(C)c(N3CCC(C4(N(C)C5CCN(C(=O)OC(C)(C)C)CC5)CC4)C3)c(F)cn2c1=O, CCO, [Li+], [OH-], O. The product is Cc1c(N2CCC(C3(N(C)C4CCN(C(=O)OC(C)(C)C)CC4)CC3)C2)c(F)cn2c(=O)c(C(=O)O)cc(C3CC3)c12. As a reaction SMILES: [CH2:1]([CH3:2])[O:3][C:4](=[O:5])[c:6]1[cH:7][c:8]([CH:42]2[CH2:43][CH2:44]2)[c:9]2[c:10]([CH3:41])[c:11]([N:18]3[CH2:19][CH:20]([C:23]4([N:26]([CH3:27])[CH:28]5[CH2:29][CH2:30][N:31]([C:34](=[O:35])[O:36][C:37]([CH3:38])([CH3:39])[CH3:40])[CH2:32][CH2:33]5)[CH2:24][CH2:25]4)[CH2:21][CH2:22]3)[c:12]([F:17])[cH:13][n:14]2[c:15]1=[O:16].[CH3:47][CH2:48][OH:49].[Li+:46].[OH-:45].[OH2:50]>>[O:3]=[C:4]([OH:5])[c:6]1[cH:7][c:8]([CH:42]2[CH2:43][CH2:44]2)[c:9]2[c:10]([CH3:41])[c:11]([N:18]3[CH2:19][CH:20]([C:23]4([N:26]([CH3:27])[CH:28]5[CH2:29][CH2:30][N:31]([C:34](=[O:35])[O:36][C:37]([CH3:38])([CH3:39])[CH3:40])[CH2:32][CH2:33]5)[CH2:24][CH2:25]4)[CH2:21][CH2:22]3)[c:12]([F:17])[cH:13][n:14]2[c:15]1=[O:16]. Starting materials: C1(=CC=CC=C1)C1CCN(CC1)CCCN1C(NC(C1=O)(C1=CC=CC=C1)C1=CC=C(C=C1)[N+](=O)[O-])=O (3-[3-(4-phenyl-1-piperidyl) propyl]-5-(4-nitrophenyl)-5-phenylhydantoin), [H][H] (hydrogen). The reagents and catalysts are [Pd] (Pd/C). Solvent: C(C)(=O)O (acetic acid). Product: C1(=CC=CC=C1)C1CCN(CC1)CCCN1C(NC(C1=O)(C1=CC=CC=C1)C1=CC=C(C=C1)N)=O (3-[3-(4-phenyl-1-piperidyl)propyl]-5-(4-aminophenyl) -5-phenylhydantoin). RXN SMILES: [C:1]1([CH:7]2[CH2:12][CH2:11][N:10]([CH2:13][CH2:14][CH2:15][N:16]3[C:20](=[O:21])[C:19]([C:28]4[CH:33]=[CH:32][C:31]([N+:34]([O-])=O)=[CH:30][CH:29]=4)([C:22]4[CH:27]=[CH:26][CH:25]=[CH:24][CH:23]=4)[NH:18][C:17]3=[O:37])[CH2:9][CH2:8]2)[CH:6]=[CH:5][CH:4]=[CH:3][CH:2]=1.[H][H]>C(O)(=O)C.[Pd]>[C:1]1([CH:7]2[CH2:8][CH2:9][N:10]([CH2:13][CH2:14][CH2:15][N:16]3[C:20](=[O:21])[C:19]([C:28]4[CH:29]=[CH:30][C:31]([NH2:34])=[CH:32][CH:33]=4)([C:22]4[CH:23]=[CH:24][CH:25]=[CH:26][CH:27]=4)[NH:18][C:17]3=[O:37])[CH2:11][CH2:12]2)[CH:6]=[CH:5][CH:4]=[CH:3][CH:2]=1. Reported procedure: 3-[3-(4-phenyl-1-piperidyl) propyl]-5-(4-nitrophenyl)-5-phenylhydantoin (17.5 g, 0.035 mole) in 200 ml of glacial acetic acid and 0.6 g of Pd/C (10%) was reduced on the Parr shaker. The theoretical amount of hydrogen was taken up. The mixture was filtered and concentrated. The concentrate in aqueous methanol was made basic with NH4OH. The solid was recrystallized from aqueous dimethylformamide-methanol and twice from aqueous dioxane.